Dataset: the Open Reaction Database (ORD), a public repository of structured organic reaction records. Task: describe an organic reaction: reactants, conditions, products, and yield RXN SMILES: [C:1]([C:4]1[S:5][C:6]([C:9]2[CH:14]=[CH:13][CH:12]=[CH:11][CH:10]=2)=[CH:7][CH:8]=1)(=[O:3])[CH3:2].[Br:15]Br.O>C(O)(=O)C>[C:9]1([C:6]2[S:5][C:4]([C:1]([CH2:2][Br:15])=[O:3])=[CH:8][CH:7]=2)[CH:14]=[CH:13][CH:12]=[CH:11][CH:10]=1. Product: C1(=CC=CC=C1)C1=CC=C(S1)C(=O)CBr (bromomethyl 5-phenyl-2-thienyl ketone). Procedure details: A solution of 2-acetyl-5-phenylthiophene (11.7 g, 0.058 mole), described in Examples 1 and 2, in 100 ml of glacial acetic acid is treated dropwise with bromine (9.3 g, 0.058 mole). The mixture is stirred for 1/2 hr, poured into cold water and extracted with chloroform. The extract is washed with water, 5% NaHCO3 and brine, dried (K2CO3) and concentrated to give a yellow solid. The solid is subjected to chromatography on silica gel to give bromomethyl 5-phenyl-2-thienyl ketone (ArCOCHR2Y; Ar is 5... Solvent: C(C)(=O)O (acetic acid). The reactants are C(C)(=O)C=1SC(=CC1)C1=CC=CC=C1 (2-acetyl-5-phenylthiophene), BrBr (bromine), O (water). Run at time 0.5 hour. Starting materials: O=C1CCC(=O)N1Br, CCCCOC(=O)c1ncc2cc(Oc3ccc(OC)cc3)ccc2c1O, CC#N. Product: CCCCOC(=O)c1nc(Br)c2cc(Oc3ccc(OC)cc3)ccc2c1O. RXN SMILES: [Br:28][N:29]1[C:30](=[O:31])[CH2:32][CH2:33][C:34]1=[O:35].[CH2:1]([CH2:2][CH2:3][CH3:4])[O:5][C:6](=[O:7])[c:8]1[n:9][cH:10][c:11]2[cH:12][c:13]([O:19][c:20]3[cH:21][cH:22][c:23]([O:26][CH3:27])[cH:24][cH:25]3)[cH:14][cH:15][c:16]2[c:17]1[OH:18].[CH3:36][C:37]#[N:38]>>[CH2:1]([CH2:2][CH2:3][CH3:4])[O:5][C:6](=[O:7])[c:8]1[n:9][c:10]([Br:28])[c:11]2[cH:12][c:13]([O:19][c:20]3[cH:21][cH:22][c:23]([O:26][CH3:27])[cH:24][cH:25]3)[cH:14][cH:15][c:16]2[c:17]1[OH:18]. The reactants are CO, ClC(Cl)Cl, CCOC(=O)Nc1nc(CO)cs1. Yields the product CCOC(=O)Nc1nc(C=O)cs1. Reaction SMILES: [CH3:18][OH:19].[CH:14]([Cl:15])([Cl:16])[Cl:17].[OH:1][CH2:2][c:3]1[n:4][c:5]([NH:8][C:9]([O:10][CH2:11][CH3:12])=[O:13])[s:6][cH:7]1>>[O:1]=[CH:2][c:3]1[n:4][c:5]([NH:8][C:9]([O:10][CH2:11][CH3:12])=[O:13])[s:6][cH:7]1. Starting materials: [BH3-]C#N, C=O, CC(=O)O, CC#N, Nc1ccccc1C(=O)OC1CCN(Cc2ccccc2)CC1, [Na+]. The product is CNc1ccccc1C(=O)OC1CCN(Cc2ccccc2)CC1. RXN SMILES: [C:26]([BH3-:27])#[N:28].[CH2:24]=[O:25].[CH3:30][C:31](=[O:32])[OH:33].[CH3:34][C:35]#[N:36].[NH2:1][c:2]1[c:3]([C:4](=[O:5])[O:6][CH:7]2[CH2:8][CH2:9][N:10]([CH2:13][c:14]3[cH:15][cH:16][cH:17][cH:18][cH:19]3)[CH2:11][CH2:12]2)[cH:20][cH:21][cH:22][cH:23]1.[Na+:29]>>[NH:1]([c:2]1[c:3]([C:4](=[O:5])[O:6][CH:7]2[CH2:8][CH2:9][N:10]([CH2:13][c:14]3[cH:15][cH:16][cH:17][cH:18][cH:19]3)[CH2:11][CH2:12]2)[cH:20][cH:21][cH:22][cH:23]1)[CH3:26].